From a dataset of the Open Reaction Database (ORD), a public repository of structured organic reaction records. describe an organic reaction: reactants, conditions, products, and yield Reactants: C(N)(=O)C1=C(C=C(N=N1)N[C@H]1[C@H](CCCC1)NC(OC(C)(C)C)=O)NC1=NC(=CC=C1)OCC (tert-Butyl (1S,2R)-2-(6-carbamoyl-5-(6-ethoxypyridin-2-ylamino)pyridazin-3-ylamino)cyclohexylcarbamate), FC(C(=O)O)(F)F (trifluoroacetic acid). Solvent: ClCCl (dichloromethane). Run at temperature 25 celsius, time 3 hour. The product is N[C@@H]1[C@@H](CCCC1)NC1=CC(=C(N=N1)C(=O)N)NC1=NC(=CC=C1)OCC (6-((1R,2S)-2-aminocyclohexylamino)-4-(6-ethoxypyridin-2-ylamino)pyridazine-3-carboxamide). Isolated yield 65.6%. RXN SMILES: [C:1]([C:4]1[N:9]=[N:8][C:7]([NH:10][C@@H:11]2[CH2:16][CH2:15][CH2:14][CH2:13][C@@H:12]2[NH:17]C(=O)OC(C)(C)C)=[CH:6][C:5]=1[NH:25][C:26]1[CH:31]=[CH:30][CH:29]=[C:28]([O:32][CH2:33][CH3:34])[N:27]=1)(=[O:3])[NH2:2].FC(F)(F)C(O)=O>ClCCl>[NH2:17][C@H:12]1[CH2:13][CH2:14][CH2:15][CH2:16][C@H:11]1[NH:10][C:7]1[N:8]=[N:9][C:4]([C:1]([NH2:2])=[O:3])=[C:5]([NH:25][C:26]2[CH:31]=[CH:30][CH:29]=[C:28]([O:32][CH2:33][CH3:34])[N:27]=2)[CH:6]=1. Procedure details: tert-Butyl (1S,2R)-2-(6-carbamoyl-5-(6-ethoxypyridin-2-ylamino)pyridazin-3-ylamino)cyclohexylcarbamate (32.2 mg, 51.2 μmol) was dissolved in dichloromethane (1 mL) and treated with trifluoroacetic acid (744 mg, 0.5 mL, 6.53 mmol). The reaction was stirred at 25° C. for 3 h then concentrated in vacuo to a brown oil. This oil was dissolved in dichloromethane, washed with 1N NaOH (3×5 mL) and brine (5 mL), then the organic phase was dried (Na2SO4), filtered and concentrated to give an off-white sol...